This data is from the Open Reaction Database (ORD), a public repository of structured organic reaction records. The task is: describe an organic reaction: reactants, conditions, products, and yield Product: CN1Cc2c(Br)ncn2-c2ccccc2C1=O. Starting materials: O=C1CCC(=O)N1Br, CN1Cc2cncn2-c2ccccc2C1=O, CN(C)C=O, O. RXN SMILES: [Br:17][N:18]1[C:19](=[O:20])[CH2:21][CH2:22][C:23]1=[O:24].[CH3:1][N:2]1[CH2:3][c:4]2[n:5]([cH:14][n:15][cH:16]2)-[c:6]2[c:7]([cH:10][cH:11][cH:12][cH:13]2)[C:8]1=[O:9].[CH3:26][N:27]([CH3:28])[CH:29]=[O:30].[OH2:25]>>[CH3:1][N:2]1[CH2:3][c:4]2[n:5]([cH:14][n:15][c:16]2[Br:17])-[c:6]2[c:7]([cH:10][cH:11][cH:12][cH:13]2)[C:8]1=[O:9]. The reactants are N[C@H](CCOCC1=CC=CC=C1)C=1N(C=CC1C(=O)O)S(=O)(=O)C1=CC=C(C)C=C1 ((R)-2-(1-amino-3-(benzyloxy)propyl)-1-tosyl-1H-pyrrole-3-carboxylic acid), C(=O)(C(F)(F)F)O (TFA), CCN(C(C)C)C(C)C (DIEA), CCCP1(=O)OP(=O)(OP(=O)(O1)CCC)CCC (1-propanephosphonic acid cyclic anhydride). Run in CCOC(=O)C (EtOAc). Run at time 1 hour. Product: C(C1=CC=CC=C1)OCC[C@H]1NC(C2=C1N(C=C2)S(=O)(=O)C2=CC=C(C)C=C2)=O ((R)-6-(2-(benzyloxy)ethyl)-1-tosyl-5,6-dihydropyrrolo[3,4-b]pyrrol-4(1H)-one). The yield is 85.0%. As a reaction SMILES: [NH2:1][C@@H:2]([C:13]1[N:14]([S:21]([C:24]2[CH:30]=[CH:29][C:27]([CH3:28])=[CH:26][CH:25]=2)(=[O:23])=[O:22])[CH:15]=[CH:16][C:17]=1[C:18]([OH:20])=O)[CH2:3][CH2:4][O:5][CH2:6][C:7]1[CH:12]=[CH:11][CH:10]=[CH:9][CH:8]=1.C(O)(C(F)(F)F)=O.CCN(C(C)C)C(C)C.CCCP1(OP(CCC)(=O)OP(CCC)(=O)O1)=O>CCOC(C)=O>[CH2:6]([O:5][CH2:4][CH2:3][C@@H:2]1[C:13]2[N:14]([S:21]([C:24]3[CH:30]=[CH:29][C:27]([CH3:28])=[CH:26][CH:25]=3)(=[O:22])=[O:23])[CH:15]=[CH:16][C:17]=2[C:18](=[O:20])[NH:1]1)[C:7]1[CH:8]=[CH:9][CH:10]=[CH:11][CH:12]=1. Procedure: To a solution of (R)-2-(1-amino-3-(benzyloxy)propyl)-1-tosyl-1H-pyrrole-3-carboxylic acid compound with TFA (1:1) (504d, 5.43 g, 10.01 mmol) and DIEA (5.22 mL, 30.0 mmol) in EtOAc (50 mL) was added 1-propanephosphonic acid cyclic anhydride (50 wt. % in EtOAc, 5.96 mL, 10.01 mmol) dropwise via syringe. All solids dissolved to give a light brown solution. After 1 h, the reaction was partitioned between sat'd NaHCO3 and EtOAc. The organic layer was washed with sat'd NaHCO3 once, sat'd NaCl once, an... As a reaction SMILES: [C:39]([Cl:40])([Cl:41])([Cl:42])[Cl:43].[F:1][c:2]1[cH:3][c:4]([CH:5]([CH3:6])[C:7](=[O:8])[CH2:9][OH:11])[cH:10][cH:12][c:13]1-[c:14]1[cH:15][cH:16][cH:17][cH:18][cH:19]1.[c:20]1([P:26]([c:27]2[cH:28][cH:29][cH:30][cH:31][cH:32]2)[c:33]2[cH:34][cH:35][cH:36][cH:37][cH:38]2)[cH:21][cH:22][cH:23][cH:24][cH:25]1>>[O:11]=[P:26]([c:20]1[cH:21][cH:22][cH:23][cH:24][cH:25]1)([c:27]1[cH:28][cH:29][cH:30][cH:31][cH:32]1)[c:33]1[cH:34][cH:35][cH:36][cH:37][cH:38]1. The product is O=P(c1ccccc1)(c1ccccc1)c1ccccc1. The reactants are ClC(Cl)(Cl)Cl, CC(C(=O)CO)c1ccc(-c2ccccc2)c(F)c1, c1ccc(P(c2ccccc2)c2ccccc2)cc1. Reactants: CC(C)(C)OC(=O)NC1(C(=O)O)CC1C(F)F, C=CCCCCCC1(S(N)(=O)=O)CC1, C1CCC2=NCCCN2CC1, CCOC(C)=O, C1CCOC1. The product is C=CCCCCCC1(S(=O)(=O)NC(=O)C2(NC(=O)OC(C)(C)C)CC2C(F)F)CC1. RXN SMILES: [C:1]([CH3:2])([CH3:3])([CH3:4])[O:5][C:6](=[O:7])[NH:8][C:9]1([C:15](=[O:16])[OH:17])[CH:10]([CH:12]([F:13])[F:14])[CH2:11]1.[CH2:18]([CH2:19][CH2:20][CH2:21][CH2:22][CH:23]=[CH2:24])[C:25]1([S:28](=[O:29])(=[O:30])[NH2:31])[CH2:26][CH2:27]1.[CH2:32]1[CH2:33][CH2:34][C:35]2=[N:40][CH2:39][CH2:38][CH2:37][N:36]2[CH2:41][CH2:42]1.[CH3:48][CH2:49][O:50][C:51]([CH3:52])=[O:53].[O:43]1[CH2:44][CH2:45][CH2:46][CH2:47]1>>[C:1]([CH3:2])([CH3:3])([CH3:4])[O:5][C:6](=[O:7])[NH:8][C:9]1([C:15](=[O:17])[NH:31][S:28]([C:25]2([CH2:18][CH2:19][CH2:20][CH2:21][CH2:22][CH:23]=[CH2:24])[CH2:26][CH2:27]2)(=[O:29])=[O:30])[CH:10]([CH:12]([F:13])[F:14])[CH2:11]1. Starting materials: CC1=C(C(C(=C(C1=O)C)C)=O)C(C)C=1C=NC=CC1 (3,5,6-trimethyl-2-[1-(3-pyridyl)ethyl]-1,4-benzoquinone), Cl (hydrochloric acid). The yield is 91.0%. Solvent: C(C)O (ethanol). Product: Cl.CC1=C(C(C(=C(C1=O)C)C)=O)C(C)C=1C=NC=CC1 (3,5,6-trimethyl-2-[1-(3-pyridyl)ethyl]-1,4-benzoquinone hydrochloride). Procedure details: To a solution of 5.4 g (21.2 mmol) of 3,5,6-trimethyl-2-[1-(3-pyridyl)ethyl]-1,4-benzoquinone in ethanol (30 ml), 1.8 ml of concentrated hydrochloric acid was added and the resultant solution was concentrated under reduced pressure. To the residue ethyl acetate was added and the resultant crystals were collected by filtration and recrystallized from ethanol-ethyl acetate, to give 5.6 g (91%) of 3,5,6-trimethyl-2-[1-(3-pyridyl)ethyl]-1,4-benzoquinone hydrochloride. RXN SMILES: [CH3:1][C:2]1[C:7](=[O:8])[C:6]([CH3:9])=[C:5]([CH3:10])[C:4](=[O:11])[C:3]=1[CH:12]([C:14]1[CH:15]=[N:16][CH:17]=[CH:18][CH:19]=1)[CH3:13].[ClH:20]>C(O)C>[ClH:20].[CH3:1][C:2]1[C:7](=[O:8])[C:6]([CH3:9])=[C:5]([CH3:10])[C:4](=[O:11])[C:3]=1[CH:12]([C:14]1[CH:15]=[N:16][CH:17]=[CH:18][CH:19]=1)[CH3:13] |f:3.4|.